Dataset: the Open Reaction Database (ORD), a public repository of structured organic reaction records. Task: describe an organic reaction: reactants, conditions, products, and yield Starting materials: O=C([O-])[O-], CN(C)C=O, CCOCC, CI, [K+], [K+], CC(=O)NCCC1CCc2ccc3nc(S)oc3c21. Yields the product CSc1nc2ccc3c(c2o1)C(CCNC(C)=O)CC3. Reaction SMILES: [C:22](=[O:23])([O-:24])[O-:25].[CH3:28][N:29]([CH3:30])[CH:31]=[O:32].[CH3:33][CH2:34][O:35][CH2:36][CH3:37].[I:20][CH3:21].[K+:26].[K+:27].[SH:1][c:2]1[o:3][c:4]2[c:5]([n:6]1)[cH:7][cH:8][c:9]1[c:13]2[CH:12]([CH2:14][CH2:15][NH:16][C:17]([CH3:18])=[O:19])[CH2:11][CH2:10]1>>[S:1]([c:2]1[o:3][c:4]2[c:5]([n:6]1)[cH:7][cH:8][c:9]1[c:13]2[CH:12]([CH2:14][CH2:15][NH:16][C:17]([CH3:18])=[O:19])[CH2:11][CH2:10]1)[CH3:22]. Reported procedure: 2,2,2-Triphenylacetohydrazide (48.2 mg, 0.159 mmol) was dissolved in anhydrous toluene (3 mL) and stirred at room temperature under nitrogen. 8-Methoxy-2,3,4,5,6,7-hexahydroazocine (24.7 mg, 0.175 mmole) was added and the solution was stirred at 120° C. overnight and 200° C. for two days. After cooling, the toluene was removed by evaporation and crude product was purified by silica gel chromatography (100% ethyl acetate→5% methanol in ethyl acetate→10% methanol in ethyl acetate) to give the prod... Yields the product C(C1=CC=CC=C1)(C1=CC=CC=C1)(C1=CC=CC=C1)C1=NN=C2N1CCCCCC2 (3-trityl-5,6,7,8,9,10-hexahydro[1,2,4]triazolo[4,3-a]azocine). As a reaction SMILES: [C:1]1([C:7]([C:18]2[CH:23]=[CH:22][CH:21]=[CH:20][CH:19]=2)([C:12]2[CH:17]=[CH:16][CH:15]=[CH:14][CH:13]=2)[C:8]([NH:10][NH2:11])=O)[CH:6]=[CH:5][CH:4]=[CH:3][CH:2]=1.CO[C:26]1[CH2:27][CH2:28][CH2:29][CH2:30][CH2:31][CH2:32][N:33]=1>C1(C)C=CC=CC=1>[C:7]([C:8]1[N:33]2[CH2:32][CH2:31][CH2:30][CH2:29][CH2:28][CH2:27][C:26]2=[N:11][N:10]=1)([C:18]1[CH:23]=[CH:22][CH:21]=[CH:20][CH:19]=1)([C:12]1[CH:17]=[CH:16][CH:15]=[CH:14][CH:13]=1)[C:1]1[CH:6]=[CH:5][CH:4]=[CH:3][CH:2]=1. The yield is 19.8%. Reactants: C1(=CC=CC=C1)C(C(=O)NN)(C1=CC=CC=C1)C1=CC=CC=C1 (2,2,2-Triphenylacetohydrazide), COC=1CCCCCCN1 (8-Methoxy-2,3,4,5,6,7-hexahydroazocine). Solvent: C1(=CC=CC=C1)C (toluene). Reactants: C(C1=CC=CC=C1)(=O)OCCOCCN1C(=CC=2N=CN=C(C21)OC2=CC=CC=C2)C (2-[2-(6-methyl-4-phenoxy-5H-pyrrolo[3,2-d]pyrimidin-5-yl)ethoxy]ethyl benzoate), ClC=1C=C(N)C=CC1OCC1=CC(=CC=C1)F (3-chloro-4-[(3-fluorobenzyl)oxy]aniline), Cl.N1=CC=CC=C1 (pyridine hydrochloride), C1(=CC=CC=C1)O (phenol), Cl.N1=CC=CC=C1 (pyridine hydrochloride), C1(=CC=CC=C1)O (phenol). Solvent: ClCCl (dichloromethane). Run at temperature 120 celsius, time 3 hour. Yields the product C(C1=CC=CC=C1)(=O)OCCOCCN1C(=CC=2N=CN=C(C21)NC2=CC(=C(C=C2)OCC2=CC(=CC=C2)F)Cl)C (2-{2-[4-({3-chloro-4-[(3-fluorobenzyl)oxy]phenyl}amino)-6-methyl-5H-pyrrolo[3,2-d]pyrimidin-5-yl]ethoxy}ethyl benzoate). Yield: 26.2%. RXN SMILES: [C:1]([O:9][CH2:10][CH2:11][O:12][CH2:13][CH2:14][N:15]1[C:23]2[C:22](OC3C=CC=CC=3)=[N:21][CH:20]=[N:19][C:18]=2[CH:17]=[C:16]1[CH3:31])(=[O:8])[C:2]1[CH:7]=[CH:6][CH:5]=[CH:4][CH:3]=1.[Cl:32][C:33]1[CH:34]=[C:35]([CH:37]=[CH:38][C:39]=1[O:40][CH2:41][C:42]1[CH:47]=[CH:46][CH:45]=[C:44]([F:48])[CH:43]=1)[NH2:36].Cl.N1C=CC=CC=1.C1(O)C=CC=CC=1>ClCCl>[C:1]([O:9][CH2:10][CH2:11][O:12][CH2:13][CH2:14][N:15]1[C:23]2[C:22]([NH:36][C:35]3[CH:37]=[CH:38][C:39]([O:40][CH2:41][C:42]4[CH:47]=[CH:46][CH:45]=[C:44]([F:48])[CH:43]=4)=[C:33]([Cl:32])[CH:34]=3)=[N:21][CH:20]=[N:19][C:18]=2[CH:17]=[C:16]1[CH3:31])(=[O:8])[C:2]1[CH:3]=[CH:4][CH:5]=[CH:6][CH:7]=1 |f:2.3|. Reported procedure: A mixture of 2-[2-(6-methyl-4-phenoxy-5H-pyrrolo[3,2-d]pyrimidin-5-yl)ethoxy]ethyl benzoate (92.3 mg), 3-chloro-4-[(3-fluorobenzyl)oxy]aniline (86.3 mg), pyridine hydrochloride (81.6 mg) and phenol (156.1 mg) was stirred at 120° C. for 3 hrs, and at 140° C. for 5.5 hrs. Further, pyridine hydrochloride (77.6 mg) and phenol (188.7 mg) were added, and the mixture was stirred at 140° C. for 22.5 hrs. The reaction mixture was diluted with dichloromethane, washed with saturated brine, dried over anhyd... Starting materials: CCCCO, Clc1cc(Cl)nc(NC23CC4CC(CC(C4)C2)C3)n1, NC12CC3CC(CC(C3)C1)C2. Yields the product Clc1cc(NC23CC4CC(CC(C4)C2)C3)nc(NC23CC4CC(CC(C4)C2)C3)n1. Reaction SMILES: [CH2:31]([OH:32])[CH2:33][CH2:34][CH3:35].[Cl:1][c:2]1[n:3][c:4]([NH:9][C:10]23[CH2:11][CH:12]4[CH2:13][CH:14]([CH2:15][CH:16]([CH2:17]2)[CH2:18]4)[CH2:19]3)[n:5][c:6]([Cl:8])[cH:7]1.[NH2:20][C:21]12[CH2:22][CH:23]3[CH2:24][CH:25]([CH2:26][CH:27]([CH2:28]1)[CH2:29]3)[CH2:30]2>>[c:2]1([NH:20][C:21]23[CH2:22][CH:23]4[CH2:24][CH:25]([CH2:26][CH:27]([CH2:28]2)[CH2:29]4)[CH2:30]3)[n:3][c:4]([NH:9][C:10]23[CH2:11][CH:12]4[CH2:13][CH:14]([CH2:15][CH:16]([CH2:17]2)[CH2:18]4)[CH2:19]3)[n:5][c:6]([Cl:8])[cH:7]1. The reactants are C(C)(C)(C)OC(=O)NC1C=C(CC1)CCCCP(OCC)=O ((±)-ethyl [3-(t-butyloxycarbonyl)aminocyclopentenyl]butylphosphinate). Reagents/catalysts: [Pt]=O (platinum oxide). Run in CO (methanol). The product is C(C)(C)(C)OC(=O)N[C@H]1C[C@H](CC1)CCCCP(OCC)=O ((±)-cis-ethyl [3-(t-butyloxycarbonyl)aminocyclopentanyl]butyl-phosphinate). RXN SMILES: [C:1]([O:5][C:6]([NH:8][CH:9]1[CH2:13][CH2:12][C:11]([CH2:14][CH2:15][CH2:16][CH2:17][PH:18](=[O:22])[O:19][CH2:20][CH3:21])=[CH:10]1)=[O:7])([CH3:4])([CH3:3])[CH3:2]>CO.[Pt]=O>[C:1]([O:5][C:6]([NH:8][C@@H:9]1[CH2:13][CH2:12][C@H:11]([CH2:14][CH2:15][CH2:16][CH2:17][PH:18](=[O:22])[O:19][CH2:20][CH3:21])[CH2:10]1)=[O:7])([CH3:4])([CH3:3])[CH3:2]. Procedure: A solution of (±)-ethyl [3-(t-butyloxycarbonyl)aminocyclopentenyl]butylphosphinate (13) (2.95 g, 8.90 mmol) in methanol (30 cm3) was hydrogenated over platinum oxide (50 mg) at 40 psi for 3 hours. The catalyst was removed by filtration through celite and then washed with methanol (3×30 cm3). The solvent was removed in vacuo to yield the desired title compound (14) in quantitative yield (>90% cis isomer by NMR spectroscopy) as a colourless oil, which was used in the next step without further puri... Starting materials: NC1=C(C=C(C(=C1)OC)OC)C(=O)N1C(CCC1)COC(C)=O ((2-Amino-4,5-dimethoxy-phenyl)-[2-(acetoxymethyl)-pyrrolidin-1-yl]-methanone), C(C)(C)(C)[SiH2]OC(C1N(CCC1)C(=O)C1=C(C=C(C(=C1)OC)OC)N=C=O)(C)C ([2-(tert-Butyl-dimethyl-silanyloxymethyl)-pyrrolidin-1-yl]-(2-isocyanato-4,5-dimethoxy-phenyl)-methanone). The product is OCC1N(CCC1)C(=O)C1=C(C=C(C(=C1)OC)OC)N=C=O ((2-Hydroxymethyl-pyrrolidin-1-yl)-(2-isocyanato-4,5-dimethoxy-phenyl)-methanone). RXN SMILES: NC1C=C(OC)C(OC)=CC=1C(N1CCCC1COC(=O)C)=O.C([SiH2][O:29][C:30](C)(C)[CH:31]1[CH2:35][CH2:34][CH2:33][N:32]1[C:36]([C:38]1[CH:43]=[C:42]([O:44][CH3:45])[C:41]([O:46][CH3:47])=[CH:40][C:39]=1[N:48]=[C:49]=[O:50])=[O:37])(C)(C)C>>[OH:29][CH2:30][CH:31]1[CH2:35][CH2:34][CH2:33][N:32]1[C:36]([C:38]1[CH:43]=[C:42]([O:44][CH3:45])[C:41]([O:46][CH3:47])=[CH:40][C:39]=1[N:48]=[C:49]=[O:50])=[O:37]. Procedure: This was prepared from (6) in the same manner as above for (7). As a reaction SMILES: Cl[C:2]1[CH:3]=[C:4]([S:16]([N:19]([C:24]2[CH:29]=[CH:28][C:27]([CH3:30])=[CH:26][C:25]=2[CH3:31])[CH2:20][CH:21]([CH3:23])[CH3:22])(=[O:18])=[O:17])[CH:5]=[CH:6][C:7]=1[O:8][CH2:9][CH:10]1[CH2:15][CH2:14][O:13][CH2:12][CH2:11]1.[CH:32]1(B(O)O)[CH2:34][CH2:33]1.C1(P(C2CCCCC2)C2CCCCC2)CCCCC1.P([O-])([O-])([O-])=O.[K+].[K+].[K+]>C1(C)C=CC=CC=1.O.C([O-])(=O)C.[Pd+2].C([O-])(=O)C>[CH:32]1([C:2]2[CH:3]=[C:4]([S:16]([N:19]([C:24]3[CH:29]=[CH:28][C:27]([CH3:30])=[CH:26][C:25]=3[CH3:31])[CH2:20][CH:21]([CH3:22])[CH3:23])(=[O:17])=[O:18])[CH:5]=[CH:6][C:7]=2[O:8][CH2:9][CH:10]2[CH2:15][CH2:14][O:13][CH2:12][CH2:11]2)[CH2:34][CH2:33]1 |f:3.4.5.6,9.10.11|. Solvent: C1(=CC=CC=C1)C (toluene), O (water). Conditions: temperature 120 celsius. Procedure: To a suspension of 3-chloro-N-(2,4-dimethylphenyl)-N-isobutyl-4-((tetrahydro-2H-pyran-4-yl)methoxy)benzenesulfonamide (100 mg, 0.215 mmol), cyclopropylboronic acid (46.1 mg, 0.536 mmol), tricyclohexylphosphine (12.03 mg, 0.043 mmol) and tripotassium phosphate (137 mg, 0.644 mmol) in toluene (4 mL) and water (0.2 mL), was added palladium(II) acetate (approximately 4.82 mg, 0.021 mmol) ensuring all particles were below solvent level. The reaction vessel was sealed and heated by microwaves (Emrys O... Reagents/catalysts: C(C)(=O)[O-].[Pd+2].C(C)(=O)[O-] (palladium(II) acetate). Reactants: ClC=1C=C(C=CC1OCC1CCOCC1)S(=O)(=O)N(CC(C)C)C1=C(C=C(C=C1)C)C (3-chloro-N-(2,4-dimethylphenyl)-N-isobutyl-4-((tetrahydro-2H-pyran-4-yl)methoxy)benzenesulfonamide), C1(CC1)B(O)O (cyclopropylboronic acid), C1(CCCCC1)P(C1CCCCC1)C1CCCCC1 (tricyclohexylphosphine), P(=O)([O-])([O-])[O-].[K+].[K+].[K+] (tripotassium phosphate). Yields the product C1(CC1)C=1C=C(C=CC1OCC1CCOCC1)S(=O)(=O)N(CC(C)C)C1=C(C=C(C=C1)C)C (3-cyclopropyl-N-(2,4-dimethylphenyl)-N-isobutyl-4-((tetrahydro-2H-pyran-4-yl)methoxy)benzenesulfonamide). Reactants: ClCC1OC2=C(OC1)C=CC(=C2)CC(C)N2C(OC(C2)C2=CC(=CC=C2)Cl)=O (3- chloromethyl-6-(2-(5-(3-chloro-phenyl)-2-oxo-3-oxazolidinyl)propyl)-1,4-benzodioxane), [SH-].[K+] (potassium hydrosulfide), CS(=O)C (dimethylsulfoxide), O (water). The product is ClC=1C=C(C=CC1)C1CN(C(O1)=O)C(CC1=CC2=C(OC(CO2)SCO)C=C1)C (6-(2-(5-(3-chlorophenyl)-2-oxo-3-oxazolidinyl)propyl)-1,4-benzodioxan-2-yl-thiomethanol). As a reaction SMILES: ClC[CH:3]1[CH2:8][O:7][C:6]2[CH:9]=[CH:10][C:11]([CH2:13][CH:14]([N:16]3[CH2:20][CH:19]([C:21]4[CH:26]=[CH:25][CH:24]=[C:23]([Cl:27])[CH:22]=4)[O:18][C:17]3=[O:28])[CH3:15])=[CH:12][C:5]=2[O:4]1.[SH-].[K+].[OH2:31].C[S:33]([CH3:35])=O>>[Cl:27][C:23]1[CH:22]=[C:21]([CH:19]2[O:18][C:17](=[O:28])[N:16]([CH:14]([CH3:15])[CH2:13][C:11]3[CH:10]=[CH:9][C:6]4[O:7][CH:8]([S:33][CH2:35][OH:31])[CH2:3][O:4][C:5]=4[CH:12]=3)[CH2:20]2)[CH:26]=[CH:25][CH:24]=1 |f:1.2|. Procedure: One equivalent of product from Example 6, 2-isomer, and 2 equivalents of potassium hydrosulfide in dimethylsulfoxide is heated at 60° C. for 8 hours. The reaction mixture is poured into water, the precipitated product is collected and recrystallized from ethyl alcohol to give 6-(2-(5-(3-chlorophenyl)-2-oxo-3-oxazolidinyl)propyl)-1,4-benzodioxan-2-yl-thiomethanol.